describe an organic reaction: reactants, conditions, products, and yield From a dataset of the Open Reaction Database (ORD), a public repository of structured organic reaction records. Reactants: CC(=O)OO, CCOC(C)=O, ClCCl, CCO, CO, CSc1ccc(NC(=O)N(C)O)cc1. Yields the product CN(O)C(=O)Nc1ccc(S(C)=O)cc1. RXN SMILES: [C:1]([O:2][OH:4])(=[O:3])[CH3:5].[C:28]([O:29][CH2:30][CH3:31])(=[O:32])[CH3:33].[CH2:20]([Cl:21])[Cl:22].[CH2:25]([OH:26])[CH3:27].[CH3:23][OH:24].[OH:6][N:7]([C:8](=[O:9])[NH:10][c:11]1[cH:12][cH:13][c:14]([S:17][CH3:18])[cH:15][cH:16]1)[CH3:19]>>[O:3]=[S:17]([c:14]1[cH:13][cH:12][c:11]([NH:10][C:8]([N:7]([OH:6])[CH3:19])=[O:9])[cH:16][cH:15]1)[CH3:18]. Reactants: CC1=C(C(CCC1)(C)C)/C=C/C(=C/C=C/C(=C/CO)/C)/C (all-trans vitamin A alcohol). Reagents/catalysts: [O-2].[O-2].[O-2].[Ni+3].[Ni+3] (nickel peroxide). Solvent: C(Cl)Cl (methylene chloride). Run at temperature 10 celsius, time 15 minute. Product: CC1=C(C(CCC1)(C)C)/C=C/C(=C/C=C/C(=C/C=O)/C)/C (vitamin A aldehyde). The yield is 86.1%. RXN SMILES: [CH3:1][C:2]1[CH2:7][CH2:6][CH2:5][C:4]([CH3:9])([CH3:8])[C:3]=1/[CH:10]=[CH:11]/[C:12](/[CH3:21])=[CH:13]/[CH:14]=[CH:15]/[C:16](/[CH3:20])=[CH:17]/[CH2:18][OH:19]>C(Cl)Cl.[O-2].[O-2].[O-2].[Ni+3].[Ni+3]>[CH3:1][C:2]1[CH2:7][CH2:6][CH2:5][C:4]([CH3:8])([CH3:9])[C:3]=1/[CH:10]=[CH:11]/[C:12](/[CH3:21])=[CH:13]/[CH:14]=[CH:15]/[C:16](/[CH3:20])=[CH:17]/[CH:18]=[O:19] |f:2.3.4.5.6|. Procedure: 57.2 g (0.2 mole) of crystalline all-trans vitamin A alcohol are dissolved in 1 liter of methylene chloride. The solution is then stirred at -20° C. to -35° C. in 10 minute intervals with a total of 90 g of nickel peroxide prepared in Example 4 in 5 portions. After the last portion has been introduced, the mixture is stirred for a further 15 minutes at -20° C. to -35° C., filtered off under suction and washed with a total of 1 liter of methylene chloride at -30° C. The residue collected on the f... The reactants are Cl (hydrochloric acid), Cl.NC1=C(SC=C1)C(=O)OC (methyl 3-amino-2-thiophenecarboxylate hydrochloride), [OH-].[Na+] (sodium hydroxide), C(=O)(Cl)Cl (phosgene), [Na] (sodium), NC1=C(SC=C1)C(=O)O (3-amino-2-thiophenecarboxylic acid), [Cl-].[Na+] (sodium chloride). The solvent is O1CCCC1 (tetrahydrofuran), O (water), C(CCC)O (n-butanol). Conditions: time 15 minute. Product: N1C(OC(C2=C1C=CS2)=O)=O (2H-thieno[3,2-d][1,3]oxazine-2,4(1H)-dione). As a reaction SMILES: Cl.[NH2:2][C:3]1[CH:7]=[CH:6][S:5][C:4]=1[C:8]([O:10][CH3:11])=[O:9].[OH-].[Na+].[Na].NC1C=CSC=1C(O)=[O:22].[Cl-].[Na+].Cl.C(Cl)(Cl)=O>O1CCCC1.O.C(O)CCC>[NH:2]1[C:3]2[CH:7]=[CH:6][S:5][C:4]=2[C:8](=[O:9])[O:10][C:11]1=[O:22] |f:0.1,2.3,6.7,^1:13|. Procedure details: A mixture of 175 g (0.93 mol) of methyl 3-amino-2-thiophenecarboxylate hydrochloride, 1.8 l of n-butanol and 77 g of sodium hydroxide is heated to boiling under reflux for 30 minutes. After concentration of the suspension obtained, the resulting mixture of sodium salt of 3-amino-2-thiophenecarboxylic acid and sodium chloride is used directly for the next step. For this purpose, the mixture is treated with 800 ml of water, 280 ml of concentrated hydrochloric acid and 230 ml of tetrahydrofuran. At... The reactants are CCOC(=O)CC#N, Cc1ccccc1, CNC, [Na+], [OH-]. The product is CCOC(=O)C(C#N)=CN(C)C. RXN SMILES: [C:4](#[N:5])[CH2:6][C:7](=[O:8])[O:9][CH2:10][CH3:11].[CH3:14][c:15]1[cH:16][cH:17][cH:18][cH:19][cH:20]1.[CH3:1][NH:2][CH3:3].[Na+:13].[OH-:12]>>[CH3:1][N:2]([CH3:3])[CH:14]=[C:6]([C:4]#[N:5])[C:7](=[O:8])[O:9][CH2:10][CH3:11].